The task is: describe an organic reaction: reactants, conditions, products, and yield. This data is from the Open Reaction Database (ORD), a public repository of structured organic reaction records. Reactants: CCCc1c(OCCCOc2ccc(C(=O)OC3CCCCO3)cc2Br)ccc(C(C)=O)c1OC(C)=O, ClC(Cl)Cl, Cl, C1CCOC1. Product: CCCc1c(OCCCOc2ccc(C(=O)O)cc2Br)ccc(C(C)=O)c1OC(C)=O. As a reaction SMILES: [C:1]([CH3:2])(=[O:3])[O:4][c:5]1[c:6]([CH2:35][CH2:36][CH3:37])[c:7]([O:8][CH2:9][CH2:10][CH2:11][O:12][c:13]2[c:14]([Br:28])[cH:15][c:16]([C:17](=[O:18])[O:19][CH:20]3[CH2:21][CH2:22][CH2:23][CH2:24][O:25]3)[cH:26][cH:27]2)[cH:29][cH:30][c:31]1[C:32]([CH3:33])=[O:34].[CH:39]([Cl:40])([Cl:41])[Cl:42].[ClH:38].[O:43]1[CH2:44][CH2:45][CH2:46][CH2:47]1>>[C:1]([CH3:2])(=[O:3])[O:4][c:5]1[c:6]([CH2:35][CH2:36][CH3:37])[c:7]([O:8][CH2:9][CH2:10][CH2:11][O:12][c:13]2[c:14]([Br:28])[cH:15][c:16]([C:17](=[O:18])[OH:19])[cH:26][cH:27]2)[cH:29][cH:30][c:31]1[C:32]([CH3:33])=[O:34]. The reactants are C1=CCNC1, CCN=C=NCCCN(C)C, CCOC(C)=O, CCN(C(C)C)C(C)C, O=C(NC(Cc1ccccc1)C(O)C(=O)O)c1cc2cc(Cl)ccc2[nH]1, Cl, C1CCOC1, O, O, On1nnc2ccccc21. The product is O=C(NC(Cc1ccccc1)C(O)C(=O)N1CC=CC1)c1cc2cc(Cl)ccc2[nH]1. As a reaction SMILES: [CH2:27]1[NH:28][CH2:29][CH:30]=[CH:31]1.[CH3:53][N:54]([CH3:55])[CH2:56][CH2:57][CH2:58][N:59]=[C:60]=[N:61][CH2:62][CH3:63].[CH3:69][CH2:70][O:71][C:72](=[O:73])[CH3:74].[CH:43]([N:44]([CH2:45][CH3:46])[CH:47]([CH3:48])[CH3:49])([CH3:50])[CH3:51].[Cl:1][c:2]1[cH:3][c:4]2[cH:5][c:6]([C:11](=[O:12])[NH:13][CH:14]([CH:15]([C:16](=[O:17])[OH:18])[OH:19])[CH2:20][c:21]3[cH:22][cH:23][cH:24][cH:25][cH:26]3)[nH:7][c:8]2[cH:9][cH:10]1.[ClH:52].[O:64]1[CH2:65][CH2:66][CH2:67][CH2:68]1.[OH2:32].[OH2:75].[OH:33][n:34]1[c:35]2[cH:36][cH:37][cH:38][cH:39][c:40]2[n:41][n:42]1>>[Cl:1][c:2]1[cH:3][c:4]2[cH:5][c:6]([C:11](=[O:12])[NH:13][CH:14]([CH:15]([C:16](=[O:18])[N:28]3[CH2:27][CH:31]=[CH:30][CH2:29]3)[OH:19])[CH2:20][c:21]3[cH:22][cH:23][cH:24][cH:25][cH:26]3)[nH:7][c:8]2[cH:9][cH:10]1.